Dataset: the Open Reaction Database (ORD), a public repository of structured organic reaction records. Task: describe an organic reaction: reactants, conditions, products, and yield Procedure: This compound was prepared from benzeneacetyl chloride and 4-(4-methylpiperazin-1-yl)-6-(1,2,3,4-tetrahydroisoquinolin-7-yl)pyrimidin-2-amine HCl salt using procedures analogous to those for Example 2. Analytic LCMS (M+H)+: m/z=443.4. Starting materials: C1(=CC=CC=C1)CC(=O)Cl (benzeneacetyl chloride), Cl.CN1CCN(CC1)C1=NC(=NC(=C1)C1=CC=C2CCNCC2=C1)N (4-(4-methylpiperazin-1-yl)-6-(1,2,3,4-tetrahydroisoquinolin-7-yl)pyrimidin-2-amine HCl salt). As a reaction SMILES: [C:1]1([CH2:7][C:8](Cl)=[O:9])[CH:6]=[CH:5][CH:4]=[CH:3][CH:2]=1.Cl.[CH3:12][N:13]1[CH2:18][CH2:17][N:16]([C:19]2[CH:24]=[C:23]([C:25]3[CH:34]=[C:33]4[C:28]([CH2:29][CH2:30][NH:31][CH2:32]4)=[CH:27][CH:26]=3)[N:22]=[C:21]([NH2:35])[N:20]=2)[CH2:15][CH2:14]1>>[CH3:12][N:13]1[CH2:14][CH2:15][N:16]([C:19]2[CH:24]=[C:23]([C:25]3[CH:34]=[C:33]4[C:28]([CH2:29][CH2:30][N:31]([C:8](=[O:9])[CH2:7][C:1]5[CH:6]=[CH:5][CH:4]=[CH:3][CH:2]=5)[CH2:32]4)=[CH:27][CH:26]=3)[N:22]=[C:21]([NH2:35])[N:20]=2)[CH2:17][CH2:18]1 |f:1.2|. The product is CN1CCN(CC1)C1=NC(=NC(=C1)C1=CC=C2CCN(CC2=C1)C(CC1=CC=CC=C1)=O)N (4-(4-Methylpiperazin-1-yl)-6-[2-(phenylacetyl)-1,2,3,4-tetrahydroisoquinolin-7-yl]pyrimidin-2-amine). The reactants are CC1(OB(OC1(C)C)C=1C=NNC1)C (4-(4,4,5,5-tetramethyl-1,3,2-dioxaborolan-2-yl)-1H-pyrazole), C([O-])([O-])=O.[Cs+].[Cs+] (cesium carbonate), C1=CC=CC2=CC=CC=C12 (naphthalene), C(C)#N (ACN). Run at time 1 hour. The product is C1=C(C=CC2=CC=CC=C12)CN1N=CC(=C1)B1OC(C(O1)(C)C)(C)C (1-(2-naphthylmethyl)-4-(4,4,5,5-tetramethyl-1,3,2-dioxaborolan-2-yl)-1H-pyrazole). RXN SMILES: [CH3:1][C:2]1([CH3:14])[C:6]([CH3:8])([CH3:7])[O:5][B:4]([C:9]2[CH:10]=[N:11][NH:12][CH:13]=2)[O:3]1.[CH:15]1[C:24]2[C:19](=[CH:20][CH:21]=[CH:22][CH:23]=2)[CH:18]=[CH:17][CH:16]=1.[C:25](#N)C.C(=O)([O-])[O-].[Cs+].[Cs+]>>[CH:23]1[C:24]2[C:19](=[CH:18][CH:17]=[CH:16][CH:15]=2)[CH:20]=[CH:21][C:22]=1[CH2:25][N:12]1[CH:13]=[C:9]([B:4]2[O:5][C:6]([CH3:7])([CH3:8])[C:2]([CH3:14])([CH3:1])[O:3]2)[CH:10]=[N:11]1 |f:3.4.5|. Procedure: The 4-(4,4,5,5-tetramethyl-1,3,2-dioxaborolan-2-yl)-1H-pyrazole (0.10 g, 0.00052 mol) was combined with naphthalene, 2-(bromomethyl)- (0.12 g, 0.00057 mol) in ACN (3.0 mL, 0.057 mol) under nitrogen at rt. Then cesium carbonate (0.50 g, 0.0015 mol) was added and the reaction was complete after stirring for 1 h. This was partitioned between ethyl acetate and brine. The organic layer was washed with brine, dried over magnesium sulfate and concentrated to give 1-(2-naphthylmethyl)-4-(4,4,5,5-tetrame... Reaction SMILES: [CH3:16][OH:17].[NH3:15].[O:1]1[CH2:2][CH2:3][N:4]([c:7]2[c:8]([C:13]#[N:14])[n:9][cH:10][cH:11][cH:12]2)[CH2:5][CH2:6]1>>[O:1]1[CH2:2][CH2:3][N:4]([c:7]2[c:8]([CH2:13][NH2:14])[n:9][cH:10][cH:11][cH:12]2)[CH2:5][CH2:6]1. Yields the product NCc1ncccc1N1CCOCC1. Reactants: CO, N, N#Cc1ncccc1N1CCOCC1. Reactants: CS(=O)(=O)C1=NN=C2CC3=C(C=CN21)C=CC=C3 (3-methylsulfonyl-11H-s-triazolo[3,4-b][3]benzazepine), C[O-].[Na+].CO (sodium methoxide methanol). The solvent is CO (methanol). Yields the product COC1=NN=C2CC3=C(C=CN21)C=CC=C3 (3-methoxy-11H-s-triazolo[3,4-b][3]benzazepine). As a reaction SMILES: CS([C:5]1[N:14]2[C:8]([CH2:9][C:10]3[CH:18]=[CH:17][CH:16]=[CH:15][C:11]=3[CH:12]=[CH:13]2)=[N:7][N:6]=1)(=O)=O.[CH3:19][O-:20].[Na+].CO>CO>[CH3:19][O:20][C:5]1[N:14]2[C:8]([CH2:9][C:10]3[CH:18]=[CH:17][CH:16]=[CH:15][C:11]=3[CH:12]=[CH:13]2)=[N:7][N:6]=1 |f:1.2.3|. Procedure: To 0.522 g of 3-methylsulfonyl-11H-s-triazolo[3,4-b][3]benzazepine in 5 ml of methanol was added 3 ml of 2 N-sodium methoxide/methanol. The mixture was refluxed for 15 minutes and then the solvent was evaporated off. The residue was diluted with water and extracted with chloroform. The chloroform layer was washed with water and dried over Na2SO4. The solvent was then evaporated off and the residue was treated with isopropyl ether. By the above procedure was obtained 3-methoxy-11H-s-triazolo[3,4-... Reactants: CS(=O)(=O)Cl, COC, Cc1[nH]cc2c(=O)n(-c3ccc(Cl)cc3)nc-2c1-c1cccc(N)c1, OCCO, c1ccncc1. Yields the product Cc1[nH]cc2c(=O)n(-c3ccc(Cl)cc3)nc-2c1-c1cccc(NS(C)(=O)=O)c1. RXN SMILES: [CH3:32][S:33]([Cl:34])(=[O:35])=[O:36].[CH3:41][O:42][CH3:43].[NH2:1][c:2]1[cH:3][c:4](-[c:8]2[c:9]3[n:17][n:16](-[c:18]4[cH:19][cH:20][c:21]([Cl:24])[cH:22][cH:23]4)[c:15](=[O:25])[c:10]-3[cH:11][nH:12][c:13]2[CH3:14])[cH:5][cH:6][cH:7]1.[OH:37][CH2:38][CH2:39][OH:40].[cH:26]1[cH:27][cH:28][n:29][cH:30][cH:31]1>>[NH:1]([c:2]1[cH:3][c:4](-[c:8]2[c:9]3[n:17][n:16](-[c:18]4[cH:19][cH:20][c:21]([Cl:24])[cH:22][cH:23]4)[c:15](=[O:25])[c:10]-3[cH:11][nH:12][c:13]2[CH3:14])[cH:5][cH:6][cH:7]1)[S:33]([CH3:32])(=[O:35])=[O:36]. Starting materials: CC1(OC2=C(C1)C(=CC(=C2NC(C(CCCCCCCCCC)(C)C)=O)C)C)C (N-(2,2,4,6-tetramethyl-2,3-dihydrobenzofuran-7-yl)-2,2-dimethyldodecaneamide), [N+](=O)(O)[O-] (nitric acid). The solvent is C(C)(=O)OC(C)=O (acetic anhydride), ice, C(O)([O-])=O.[Na+] (sodium hydrogencarbonate). Reaction conditions: temperature 0 celsius. The product is CC1(OC2=C(C1)C(=C(C(=C2NC(C(CCCCCCCCCC)(C)C)=O)C)[N+](=O)[O-])C)C (N-(2,2,4,6-tetramethyl-5-nitro-2,3-dihydrobenzofuran-7-yl)-2,2-dimethyldodecaneamide). Isolated yield 78.0%. As a reaction SMILES: [CH3:1][C:2]1([CH3:29])[CH2:6][C:5]2[C:7]([CH3:28])=[CH:8][C:9]([CH3:27])=[C:10]([NH:11][C:12](=[O:26])[C:13]([CH3:25])([CH3:24])[CH2:14][CH2:15][CH2:16][CH2:17][CH2:18][CH2:19][CH2:20][CH2:21][CH2:22][CH3:23])[C:4]=2[O:3]1.[N+:30]([O-])([OH:32])=[O:31]>C(OC(=O)C)(=O)C.C(=O)([O-])O.[Na+]>[CH3:29][C:2]1([CH3:1])[CH2:6][C:5]2[C:7]([CH3:28])=[C:8]([N+:30]([O-:32])=[O:31])[C:9]([CH3:27])=[C:10]([NH:11][C:12](=[O:26])[C:13]([CH3:25])([CH3:24])[CH2:14][CH2:15][CH2:16][CH2:17][CH2:18][CH2:19][CH2:20][CH2:21][CH2:22][CH3:23])[C:4]=2[O:3]1 |f:3.4|. Procedure details: A 64 mg amount of N-(2,2,4,6-tetramethyl-2,3-dihydrobenzofuran-7-yl)-2,2-dimethyldodecaneamide (434) was dissolved in 0.5 ml of acetic anhydride, and 24 mg of nitric acid was slowly added to the solution while cooling the solution to 0° C. The mixture, as such, was allowed to react at 0° C. for one hour with stirring. The reaction solution was diluted with 5 ml of ice-cold water, 10 ml of a saturated aqueous sodium hydrogencarbonate solution was added thereto to effect neutralization, and the mi... Procedure: 3-Bromo-7-trifluoromethylimidazo[1,2-α]pyrimidine was coupled with 5′-(5,5-dimethyl-[1,3,2]dioxaborinan-2-yl)-2′-fluorobiphenyl-4-carbonitrile as described in Example 65 to give 2′-fluoro-5′-(7-trifluoromethylimidazo[1,2-α]pyrimidin-3-yl)biphenyl-4-carbonitrile as a yellow solid: δH (360 MHz, CDCl3) 7.26 (1H, d, J 7), 7.44 (1H, dd, J 8 and 8), 7.55-7.63 (2H, m), 7.70 (2H, dd, J 7 and 1), 7.79 (2H, dd, J 7 and 1), 8.11 (1H, s), 8.74 (1H, d, J 7); m/z (ES+) 383 (M++H). Yields the product FC1=C(C=C(C=C1)C1=CN=C2N1C=CC(=N2)C(F)(F)F)C2=CC=C(C=C2)C#N (2′-fluoro-5′-(7-trifluoromethylimidazo[1,2-α]pyrimidin-3-yl)biphenyl-4-carbonitrile). As a reaction SMILES: Br[C:2]1[N:6]2[CH:7]=[CH:8][C:9]([C:11]([F:14])([F:13])[F:12])=[N:10][C:5]2=[N:4][CH:3]=1.CC1(C)COB([C:22]2[CH:23]=[CH:24][C:25]([F:36])=[C:26]([C:28]3[CH:33]=[CH:32][C:31]([C:34]#[N:35])=[CH:30][CH:29]=3)[CH:27]=2)OC1>>[F:36][C:25]1[CH:24]=[CH:23][C:22]([C:2]2[N:6]3[CH:7]=[CH:8][C:9]([C:11]([F:14])([F:13])[F:12])=[N:10][C:5]3=[N:4][CH:3]=2)=[CH:27][C:26]=1[C:28]1[CH:33]=[CH:32][C:31]([C:34]#[N:35])=[CH:30][CH:29]=1. Reactants: BrC1=CN=C2N1C=CC(=N2)C(F)(F)F (3-Bromo-7-trifluoromethylimidazo[1,2-α]pyrimidine), CC1(COB(OC1)C=1C=CC(=C(C1)C1=CC=C(C=C1)C#N)F)C (5′-(5,5-dimethyl-[1,3,2]dioxaborinan-2-yl)-2′-fluorobiphenyl-4-carbonitrile). The reactants are C(C(=C)C)(=O)O (methacrylic acid), C1C(C)O1 (propylene oxide), CN(C)CCO (N,N-dimethylaminoethanol), C1(O)=CC=C(O)C=C1 (hydroquinone). Run in [N+](=O)([O-])C (nitromethane). Yields the product C(C(=C)C)(=O)OCC(C)O (2-hydroxypropyl methacrylate). Reaction SMILES: [C:1]([OH:6])(=[O:5])[C:2]([CH3:4])=[CH2:3].[CH2:7]1[O:10][CH:8]1[CH3:9].CN(CCO)C.C1(C=CC(O)=CC=1)O>[N+](C)([O-])=O>[C:1]([O:6][CH2:7][CH:8]([OH:10])[CH3:9])(=[O:5])[C:2]([CH3:4])=[CH2:3]. Procedure: 2-hydroxypropyl methacrylate was prepared in the same apparatus and in the same manner as described in Example 1 by reaction of a mixture of 1000 g/hr methacrylic acid, 887 g/hr propylene oxide, 37 g/hr N,N-dimethylaminoethanol, 5 g/hr nitromethane and 1 g/hr hydroquinone at a temperature of 100° C.